This data is from the Open Reaction Database (ORD), a public repository of structured organic reaction records. The task is: describe an organic reaction: reactants, conditions, products, and yield Reactants: C(CCC)N1C(N(C=2N=CNC2C1=O)CCCC)=O (1,3-dibutyl-3,7-dihydro-purine-2,6-dione), C([O-])([O-])=O.[K+].[K+] (potassium carbonate), CS(=O)(=O)Cl (methanesulfonyl chloride). The solvent is CC(=O)C (acetone). Reaction conditions: temperature 23 celsius, time 30 minute. Product: C(CCC)N1C(N(C=2N=CN(C2C1=O)S(=O)(=O)C)CCCC)=O (1,3-Dibutyl-7-methanesulfonyl-3,7-dihydro-purine-2,6-dione). Yield: 77.0%. As a reaction SMILES: [CH2:1]([N:5]1[C:13](=[O:14])[C:12]2[NH:11][CH:10]=[N:9][C:8]=2[N:7]([CH2:15][CH2:16][CH2:17][CH3:18])[C:6]1=[O:19])[CH2:2][CH2:3][CH3:4].C(=O)([O-])[O-].[K+].[K+].[CH3:26][S:27](Cl)(=[O:29])=[O:28]>CC(C)=O>[CH2:1]([N:5]1[C:13](=[O:14])[C:12]2[N:11]([S:27]([CH3:26])(=[O:29])=[O:28])[CH:10]=[N:9][C:8]=2[N:7]([CH2:15][CH2:16][CH2:17][CH3:18])[C:6]1=[O:19])[CH2:2][CH2:3][CH3:4] |f:1.2.3|. Procedure: To 500 mg (1.89 mmol) of 1,3-dibutyl-3,7-dihydro-purine-2,6-dione in 30 mL of acetone at 23° C. was added 1.04 g (7.56 mmol) of potassium carbonate followed by 0.15 mL (216 mg, 1.89 mmol) of methanesulfonyl chloride. After stirring at 23° C. for 30 min, the reaction mixture was filtered, the filtrate collected and evaporated to give a white solid. This solid was then triturated with 30 mL of petroleum ether to give 500 mg (1.46 mmol, a 77% yield) of the title compound as a white crystalline soli... As a reaction SMILES: [OH-].[Na+].[CH:3]1[C:13]2[CH2:12][CH2:11][C:10]3[CH:14]=[CH:15][CH:16]=[CH:17][C:9]=3[N:8]([CH2:18][C:19]3[CH:20]=[C:21]([CH:26]=[CH:27][CH:28]=3)[C:22]([O:24]C)=[O:23])[C:7]=2[CH:6]=[CH:5][CH:4]=1>O1CCOCC1.CO>[CH:14]1[C:10]2[CH2:11][CH2:12][C:13]3[CH:3]=[CH:4][CH:5]=[CH:6][C:7]=3[N:8]([CH2:18][C:19]3[CH:20]=[C:21]([CH:26]=[CH:27][CH:28]=3)[C:22]([OH:24])=[O:23])[C:9]=2[CH:17]=[CH:16][CH:15]=1 |f:0.1|. Yield: 99.3%. Yields the product C1=CC=CC=2N(C3=C(CCC21)C=CC=C3)CC=3C=C(C(=O)O)C=CC3 (3-(10,11-dihydro-5H-dibenz[b,f]azepin-5-ylmethyl)benzoic acid). Reactants: aqueous solution, [OH-].[Na+] (sodium hydroxide), C1=CC=CC=2N(C3=C(CCC21)C=CC=C3)CC=3C=C(C(=O)OC)C=CC3 (methyl 3-(10,11-dihydro-5H-dibenz[b,f]azepin-5-ylmethyl)benzoate). Procedure: 1N aqueous solution of sodium hydroxide (9 ml) was added to a solution of methyl 3-(10,11-dihydro-5H-dibenz[b,f]azepin-5-ylmethyl)benzoate (1.06 g) in a mixture of 1,4-dioxane (25 ml) and methanol (15 ml) at 25° C. The mixture was stirred at 25° C. for 3 hours, and then at 50° C. for 30 minutes. After evaporation of the solvent, the residue was partitioned between ethyl acetate and 0.1N hydrochloric acid. The organic layer was separated, washed with water and brine, dried over magnesium sulfate,... Conditions: temperature 25 celsius, time 3 hour. Solvent: O1CCOCC1 (1,4-dioxane), CO (methanol). Starting materials: COC(=O)c1ccc2c(C3CCCCC3)c(-c3cccc(NC(C)=O)c3N)[nH]c2c1, CN1CCOCC1, ClCCl, O=C(Cl)CCl. The product is COC(=O)c1ccc2c(C3CCCCC3)c(-c3cccc(NC(C)=O)c3NC(=O)CCl)[nH]c2c1. RXN SMILES: [C:13]([CH3:14])(=[O:15])[NH:16][c:17]1[c:18]([NH2:42])[c:19](-[c:23]2[nH:24][c:25]3[cH:26][c:27]([C:38](=[O:39])[O:40][CH3:41])[cH:28][cH:29][c:30]3[c:31]2[CH:32]2[CH2:33][CH2:34][CH2:35][CH2:36][CH2:37]2)[cH:20][cH:21][cH:22]1.[CH3:1][N:2]1[CH2:3][CH2:4][O:5][CH2:6][CH2:7]1.[Cl:43][CH2:44][Cl:45].[Cl:8][CH2:9][C:10](=[O:11])[Cl:12]>>[Cl:8][CH2:9][C:10](=[O:11])[NH:42][c:18]1[c:17]([NH:16][C:13]([CH3:14])=[O:15])[cH:22][cH:21][cH:20][c:19]1-[c:23]1[nH:24][c:25]2[cH:26][c:27]([C:38](=[O:39])[O:40][CH3:41])[cH:28][cH:29][c:30]2[c:31]1[CH:32]1[CH2:33][CH2:34][CH2:35][CH2:36][CH2:37]1.